This data is from the Open Reaction Database (ORD), a public repository of structured organic reaction records. The task is: describe an organic reaction: reactants, conditions, products, and yield Reactants: [N+](=O)([O-])C1=CC=C(CP2(CCCCC2)=O)C=C1 (1-(4-nitrobenzyl)phosphorinane-1-oxide). Reagents/catalysts: [Pd] (Pd—C). Solvent: C(C)O (ethanol). Run at time 24 hour. Yields the product NC1=CC=C(CP2(CCCCC2)=O)C=C1 (1-(4-aminobenzyl)-phosphorinane-1-oxide). Isolated yield 75.6%. Reaction SMILES: [N+:1]([C:4]1[CH:17]=[CH:16][C:7]([CH2:8][P:9]2(=[O:15])[CH2:14][CH2:13][CH2:12][CH2:11][CH2:10]2)=[CH:6][CH:5]=1)([O-])=O>C(O)C.[Pd]>[NH2:1][C:4]1[CH:5]=[CH:6][C:7]([CH2:8][P:9]2(=[O:15])[CH2:10][CH2:11][CH2:12][CH2:13][CH2:14]2)=[CH:16][CH:17]=1. Procedure: A mixture of 1-(4-nitrobenzyl)phosphorinane-1-oxide (2.25 g) and 10% Pd—C (0.2 g) in ethanol (30 ml) was vigorously stirred under hydrogen atmosphere for 24 hours. The catalyst was filtered off, and the filtrate was concentrated recrystallized from ethanol-diethylether to give 1-(4-aminobenzyl)-phosphorinane-1-oxide (1.5 g) as pale yellow crystals.